describe an organic reaction: reactants, conditions, products, and yield From a dataset of the Open Reaction Database (ORD), a public repository of structured organic reaction records. Reactants: [N+](=O)([O-])C1=C(C=CC=2N=CNC21)C (4-nitro-5-methyl-benzimidazole), [H-].[Na+] (NaH), C1(=CC=CC=C1)[C@H](C)NC1=NC=CC(=N1)Cl (2-[(S)-1-phenylethylamino]-4-chloro-pyrimidine). Solvent: CN(C)C=O (DMF). Conditions: temperature 80 celsius, time 8 hour. Product: C1(=CC=CC=C1)[C@H](C)NC1=NC=CC(=N1)N1C=NC2=C1C=CC(=C2[N+](=O)[O-])C (2-[(S)-1-Phenylethylamino]-4-[4-nitro-5-methyl-benzimidazol-1-yl]pyrimidine). Isolated yield 36.8%. RXN SMILES: [N+:1]([C:4]1[C:12]2[NH:11][CH:10]=[N:9][C:8]=2[CH:7]=[CH:6][C:5]=1[CH3:13])([O-:3])=[O:2].[H-].[Na+].[C:16]1([C@@H:22]([NH:24][C:25]2[N:30]=[C:29](Cl)[CH:28]=[CH:27][N:26]=2)[CH3:23])[CH:21]=[CH:20][CH:19]=[CH:18][CH:17]=1>CN(C=O)C>[C:16]1([C@@H:22]([NH:24][C:25]2[N:26]=[C:27]([N:9]3[C:8]4[CH:7]=[CH:6][C:5]([CH3:13])=[C:4]([N+:1]([O-:3])=[O:2])[C:12]=4[N:11]=[CH:10]3)[CH:28]=[CH:29][N:30]=2)[CH3:23])[CH:21]=[CH:20][CH:19]=[CH:18][CH:17]=1 |f:1.2|. Procedure: To a stirred solution of 4-nitro-5-methyl-benzimidazole (50 mg, 0.28 mmol, 1.1 eq) in DMF was added NaH (60% dispersion in oil, 11.4 mg, 0.28 mmol, 1.1 eq). After gas evolution ceased, 2-[(S)-1-phenylethylamino]-4-chloro-pyrimidine (60 mg, 0.26 mmol, 1 eq) was added and the mixture was warmed to 80° C. and stirred overnight. The reaction was cooled and the DMF was removed under reduced pressure. The products were purified by preparative thin layer chromatography to afford 35.8 mg of the title co... The reactants are Example 5 ( i ), COCCCN (3-Methoxypropylamine), C1CO1 (ethylene oxide), COCCN(CCO)CCO (methoxyethyldiethanolamine). Yields the product COCCCN(CCO)CCO (Methoxypropyl Diethanolamine). Reaction SMILES: COCCCN.[CH2:7]1[O:9][CH2:8]1.C[O:11][CH2:12][CH2:13][N:14]([CH2:18][CH2:19]O)[CH2:15][CH2:16][OH:17]>>[CH3:7][O:9][CH2:8][CH2:19][CH2:18][N:14]([CH2:15][CH2:16][OH:17])[CH2:13][CH2:12][OH:11]. Reported procedure: 3-Methoxypropylamine (665.5 g, 7.466 mole) and ethylene oxide (624 g, 14.18 mole) were reacted as described above in the procedure for making methoxyethyldiethanolamine (Example 5 (i)). The material was analyzed and the neutralization equivalent was determined 177.13. Starting materials: ClC(c1ccccc1)(c1ccccc1)c1ccccc1, O=C(O)c1ccc2c(c1)C(=O)NC2=O, CC#N, CCN(C(C)C)C(C)C. The product is O=C(O)c1ccc2c(c1)C(=O)N(C(c1ccccc1)(c1ccccc1)c1ccccc1)C2=O. Reaction SMILES: [C:1]([c:2]1[cH:3][cH:4][cH:5][cH:6][cH:7]1)([c:8]1[cH:9][cH:10][cH:11][cH:12][cH:13]1)([c:14]1[cH:15][cH:16][cH:17][cH:18][cH:19]1)[Cl:20].[C:21](=[O:22])([OH:23])[c:24]1[cH:25][c:26]2[c:27]([cH:33][cH:34]1)[C:28](=[O:29])[NH:30][C:31]2=[O:32].[CH3:44][C:45]#[N:46].[CH:35]([N:36]([CH2:37][CH3:38])[CH:39]([CH3:40])[CH3:41])([CH3:42])[CH3:43]>>[C:1]([c:2]1[cH:3][cH:4][cH:5][cH:6][cH:7]1)([c:8]1[cH:9][cH:10][cH:11][cH:12][cH:13]1)([c:14]1[cH:15][cH:16][cH:17][cH:18][cH:19]1)[N:30]1[C:28](=[O:29])[c:27]2[c:26]([cH:25][c:24]([C:21](=[O:22])[OH:23])[cH:34][cH:33]2)[C:31]1=[O:32]. Reactants: Br, OCCCCCCCCC(F)(F)C(F)(F)C(F)(F)C(F)(F)F, O, O=S(=O)(O)O. As a reaction SMILES: [BrH:23].[F:1][C:2]([C:3]([C:4]([CH2:5][CH2:6][CH2:7][CH2:8][CH2:9][CH2:10][CH2:11][CH2:12][OH:13])([F:14])[F:15])([F:16])[F:17])([C:18]([F:19])([F:20])[F:21])[F:22].[OH2:29].[S:24](=[O:25])(=[O:26])([OH:27])[OH:28]>>[F:1][C:2]([C:3]([C:4]([CH2:5][CH2:6][CH2:7][CH2:8][CH2:9][CH2:10][CH2:11][CH2:12][Br:23])([F:14])[F:15])([F:16])[F:17])([C:18]([F:19])([F:20])[F:21])[F:22]. Yields the product FC(F)(F)C(F)(F)C(F)(F)C(F)(F)CCCCCCCCBr. The reactants are CCN=C=NCCCN(C)C, CCN(C(C)C)C(C)C, Clc1ccccc1OC1CCNCC1, Cl, Cl, CN(C)C=O, O, On1nnc2ccccc21, O=C(O)C1(C(=O)Nc2ccc(-c3ccccc3)cc2)CC1. The product is O=C(Nc1ccc(-c2ccccc2)cc1)C1(C(=O)N2CCC(Oc3ccccc3Cl)CC2)CC1. RXN SMILES: [CH3:20][CH2:21][N:22]=[C:23]=[N:24][CH2:25][CH2:26][CH2:27][N:28]([CH3:29])[CH3:30].[CH:11]([N:12]([CH2:13][CH3:14])[CH:15]([CH3:16])[CH3:17])([CH3:18])[CH3:19].[Cl:33][c:34]1[c:35]([O:36][CH:37]2[CH2:38][CH2:39][NH:40][CH2:41][CH2:42]2)[cH:43][cH:44][cH:45][cH:46]1.[ClH:31].[ClH:32].[O:68]=[CH:69][N:70]([CH3:71])[CH3:72].[OH2:73].[OH:1][n:2]1[c:3]2[c:4]([cH:5][cH:6][cH:7][cH:8]2)[n:9][n:10]1.[c:47]1(-[c:62]2[cH:63][cH:64][cH:65][cH:66][cH:67]2)[cH:48][cH:49][c:50]([NH:53][C:54](=[O:55])[C:56]2([C:59](=[O:60])[OH:61])[CH2:57][CH2:58]2)[cH:51][cH:52]1>>[Cl:33][c:34]1[c:35]([O:36][CH:37]2[CH2:38][CH2:39][N:40]([C:59]([C:56]3([C:54]([NH:53][c:50]4[cH:49][cH:48][c:47](-[c:62]5[cH:63][cH:64][cH:65][cH:66][cH:67]5)[cH:52][cH:51]4)=[O:55])[CH2:57][CH2:58]3)=[O:60])[CH2:41][CH2:42]2)[cH:43][cH:44][cH:45][cH:46]1. Reactants: Cl (hydrochloric acid), BrCC1=CC(=NC2=CC=C(C=C12)Cl)Cl (4-bromomethyl-2,6-dichloroquinoline), ClC1=C(C=CC(=C1)Cl)C(CN1C=NC=C1)O (1-(2,4-dichlorophenyl)-2-(1H-imidazol-1-yl)ethanol), [OH-].[Na+] (sodium hydroxide). Reagents/catalysts: [Cl-].C(C1=CC=CC=C1)[N+](C)(C)C (benzyltrimethylammonium chloride). Run in CCOCC (ether), O (water), C(C)(=O)OCC (ethyl acetate), O1CCCC1 (tetrahydrofuran). Yields the product Cl.ClC1=NC2=CC=C(C=C2C(=C1)COC(CN1C=NC=C1)C1=C(C=C(C=C1)Cl)Cl)Cl (2,6-Dichloro-4-[[1-(2,4-dichlorophenyl)-2-(1H-imidazol-1-yl)ethoxy]methyl]quinoline, hydrochloride). RXN SMILES: Br[CH2:2][C:3]1[C:12]2[C:7](=[CH:8][CH:9]=[C:10]([Cl:13])[CH:11]=2)[N:6]=[C:5]([Cl:14])[CH:4]=1.[Cl:15][C:16]1[CH:21]=[C:20]([Cl:22])[CH:19]=[CH:18][C:17]=1[CH:23]([OH:30])[CH2:24][N:25]1[CH:29]=[CH:28][N:27]=[CH:26]1.[OH-].[Na+].Cl>O.[Cl-].C([N+](C)(C)C)C1C=CC=CC=1.C(OCC)(=O)C.CCOCC.O1CCCC1>[ClH:13].[Cl:14][C:5]1[CH:4]=[C:3]([CH2:2][O:30][CH:23]([C:17]2[CH:18]=[CH:19][C:20]([Cl:22])=[CH:21][C:16]=2[Cl:15])[CH2:24][N:25]2[CH:29]=[CH:28][N:27]=[CH:26]2)[C:12]2[C:7](=[CH:8][CH:9]=[C:10]([Cl:13])[CH:11]=2)[N:6]=1 |f:2.3,6.7,11.12|. Procedure: 8.7 g of 4-bromomethyl-2,6-dichloroquinoline (0.03 mol), 7.7 g of 1-(2,4-dichlorophenyl)-2-(1H-imidazol-1-yl)ethanol (0.03 mol), 30 g of sodium hydroxide (0.75 mol) dissolved in 30 ml water, 0.5 g of benzyltrimethylammonium chloride and 100 ml of tetrahydrofuran are reacted as described in Example 1. Work up of the mixture results in an oil, which after treatment in boiling ether, is dissolved in 250 ml of ethyl acetate. To the charcoaled solution is added etheral hydrochloric acid. The precipit... Product: CSC1=C(C(=O)O)C=C(C=C1)C(F)(F)F (2-Methylthio-5-trifluoromethylbenzoic Acid). RXN SMILES: OC[CH2:3][S:4][C:5]1[CH:13]=[CH:12][C:11]([C:14]([F:17])([F:16])[F:15])=[CH:10][C:6]=1[C:7]([OH:9])=[O:8].C(SC1C=CC(C(F)(F)F)=CC=1C(O)=O)C=CC>>[CH3:3][S:4][C:5]1[CH:13]=[CH:12][C:11]([C:14]([F:15])([F:16])[F:17])=[CH:10][C:6]=1[C:7]([OH:9])=[O:8]. Starting materials: OCCSC1=C(C(=O)O)C=C(C=C1)C(F)(F)F (2-(2-hydroxyethylthio)-5-trifluoromethylbenzoic acid), 2-allythio-5-trifluoromethylbenzoic acid, C(C=CC)SC1=C(C(=O)O)C=C(C=C1)C(F)(F)F (2-crotylthio-5-trifluoromethylbenzoic acid), 2-methallythio-5-trifluoromethylbenzoic acid. Procedure details: In a similar manner are prepared: 2-(2-hydroxyethylthio)-5-trifluoromethylbenzoic acid, m.p. 153°-154° C.; 2-crotylthio-5-trifluoromethylbenzoic acid, m.p. 139°-141° C.; 2-methallythio-5-trifluoromethylbenzoic acid, m.p. 150°-152° C. and 2-allythio-5-trifluoromethylbenzoic acid, m.p. 178°-190° C. As a reaction SMILES: [NH2:1][C:2]1[CH:7]=[C:6]([O:8][CH3:9])[CH:5]=[CH:4][C:3]=1[CH:10]1[CH2:19][CH2:18][C:17]2[CH:16]=[C:15]([O:20][C:21](=[O:26])[C:22]([CH3:25])([CH3:24])[CH3:23])[CH:14]=[CH:13][C:12]=2[CH2:11]1.[C:27]([O:30][CH2:31][CH2:32]Br)(=[O:29])[CH3:28].C([O-])(=O)C.[Na+].C(=O)(O)[O-].[Na+]>C(O)C>[CH2:31]([O:30][C:27]([CH2:28][NH:1][C:2]1[CH:7]=[C:6]([O:8][CH3:9])[CH:5]=[CH:4][C:3]=1[CH:10]1[CH2:19][CH2:18][C:17]2[CH:16]=[C:15]([O:20][C:21](=[O:26])[C:22]([CH3:23])([CH3:25])[CH3:24])[CH:14]=[CH:13][C:12]=2[CH2:11]1)=[O:29])[CH3:32] |f:2.3,4.5|. Reactants: C([O-])(O)=O.[Na+] (sodium bicarbonate), NC1=C(C=CC(=C1)OC)C1CC=2C=CC(=CC2CC1)OC(C(C)(C)C)=O (pivalic acid 6-(2-amino-4-methoxyphenyl)-5,6,7,8-tetrahydronaphthalen-2-yl ester), C(C)(=O)OCCBr (bromoethyl acetate), C(C)(=O)[O-].[Na+] (sodium acetate). Isolated yield 60.7%. Procedure: A mixture of pivalic acid 6-(2-amino-4-methoxyphenyl)-5,6,7,8-tetrahydronaphthalen-2-yl ester (110 mg), bromoethyl acetate (400 mg), sodium acetate (200 mg) and ethanol (2 ml) was refluxed overnight. A saturated aqueous solution of sodium bicarbonate was added, and the solution was extracted with ethyl acetate. The solution was washed with brine, dried over magnesium sulfate, and then the solvent was evaporated in vacuo. The residue was purified by silica gel column chromatography (hexane-ethyl ... The solvent is C(C)O (ethanol). Product: C(C)OC(=O)CNC1=C(C=CC(=C1)OC)C1CC=2C=CC(=CC2CC1)OC(C(C)(C)C)=O (Pivalic acid 6-[2-(ethoxycarbonylmethylamino)-4-methoxyphenyl]-5,6,7,8-tetrahydronaphthalen-2-yl ester).